This data is from the Open Reaction Database (ORD), a public repository of structured organic reaction records. The task is: describe an organic reaction: reactants, conditions, products, and yield Starting materials: CCCCBr, CCO, N#Cc1c(-c2ccccc2)nc(N)[nH]c1=S. The product is CCCCSc1nc(N)nc(-c2ccccc2)c1C#N. Reaction SMILES: [CH2:17]([CH2:18][CH2:19][CH3:20])[Br:21].[CH3:22][CH2:23][OH:24].[NH2:1][c:2]1[nH:3][c:4](=[S:16])[c:5]([C:14]#[N:15])[c:6](-[c:8]2[cH:9][cH:10][cH:11][cH:12][cH:13]2)[n:7]1>>[NH2:1][c:2]1[n:3][c:4]([S:16][CH2:17][CH2:18][CH2:19][CH3:20])[c:5]([C:14]#[N:15])[c:6](-[c:8]2[cH:9][cH:10][cH:11][cH:12][cH:13]2)[n:7]1. Starting materials: NCCCCCCN1CCC(CC1)C=1C=C(C=CC1)NC(C(C)C)=O (N-{3-[1-(6-aminohexyl)-4-piperidinyl]phenyl}-2-methylpropanamide), ClC1=C(C=CC(=C1)Cl)N=C=O (2,4-dichlorophenyl isocyanate). Solvent: C1CCOC1 (THF). Yields the product ClC1=C(NC(=O)NCCCCCCN2CCC(CC2)C=2C=C(C=CC2)NC(C(C)C)=O)C=CC(=C1)Cl (N-{3-[1-(6-{[(2,4-DICHLOROANILINO)CARBONYL]AMINO}HEXYL)-4-PIPERIDINYL]PHENYL}-2-METHYLPROPANAMIDE). RXN SMILES: [NH2:1][CH2:2][CH2:3][CH2:4][CH2:5][CH2:6][CH2:7][N:8]1[CH2:13][CH2:12][CH:11]([C:14]2[CH:15]=[C:16]([NH:20][C:21](=[O:25])[CH:22]([CH3:24])[CH3:23])[CH:17]=[CH:18][CH:19]=2)[CH2:10][CH2:9]1.[Cl:26][C:27]1[CH:32]=[C:31]([Cl:33])[CH:30]=[CH:29][C:28]=1[N:34]=[C:35]=[O:36]>C1COCC1>[Cl:26][C:27]1[CH:32]=[C:31]([Cl:33])[CH:30]=[CH:29][C:28]=1[NH:34][C:35]([NH:1][CH2:2][CH2:3][CH2:4][CH2:5][CH2:6][CH2:7][N:8]1[CH2:13][CH2:12][CH:11]([C:14]2[CH:15]=[C:16]([NH:20][C:21](=[O:25])[CH:22]([CH3:23])[CH3:24])[CH:17]=[CH:18][CH:19]=2)[CH2:10][CH2:9]1)=[O:36]. Procedure details: Prepared by Procedure Q1 (THF) and Scheme AT using N-{3-[1-(6-aminohexyl)-4-piperidinyl]phenyl}-2-methylpropanamide and 2,4-dichlorophenyl isocyanate: ESMS m/e: 533.2 (M+H)+.